This data is from the Open Reaction Database (ORD), a public repository of structured organic reaction records. The task is: describe an organic reaction: reactants, conditions, products, and yield Reactants: C, CCOC(=O)c1ccc(-n2cc(C#N)c3cc(C(=O)OCc4ccccc4)ccc32)cc1, CO, C1CCOC1, [Pd]. The product is CCOC(=O)c1ccc(-n2cc(C#N)c3cc(C(=O)O)ccc32)cc1. As a reaction SMILES: [C:35].[CH2:1]([CH3:2])[O:3][C:4]([c:5]1[cH:6][cH:7][c:8](-[n:11]2[cH:12][c:13]([C:30]#[N:31])[c:14]3[cH:15][c:16]([C:20](=[O:21])[O:22][CH2:23][c:24]4[cH:25][cH:26][cH:27][cH:28][cH:29]4)[cH:17][cH:18][c:19]23)[cH:9][cH:10]1)=[O:32].[CH3:33][OH:34].[O:37]1[CH2:38][CH2:39][CH2:40][CH2:41]1.[Pd:36]>>[CH2:1]([CH3:2])[O:3][C:4]([c:5]1[cH:6][cH:7][c:8](-[n:11]2[cH:12][c:13]([C:30]#[N:31])[c:14]3[cH:15][c:16]([C:20](=[O:21])[OH:22])[cH:17][cH:18][c:19]23)[cH:9][cH:10]1)=[O:32]. Starting materials: O (water), C(C)OC1=CC=C(C=C1)C1=CC2=C(S1)C=C(C=C2)OCC (2-(4'-ethoxyphenyl)-6-ethoxybenzo[b]thiophene), COC=1C=C(C(=O)Cl)C=C(C1OC)OC (3,4,5-trimethoxybenzoyl chloride), [Al+3].[Cl-].[Cl-].[Cl-] (AlCl3). Run in C(Cl)Cl (CH2Cl2), CCOC(=O)C (EtOAc), C(Cl)Cl (CH2Cl2). Run at time 30 minute. Yields the product S1C2=C(C=C1)C=CC=C2 (benzo[b]thiophene). Yield: 62.5%. RXN SMILES: C(OC1C=CC([C:10]2[S:14][C:13]3[CH:15]=[C:16](OCC)[CH:17]=[CH:18][C:12]=3[CH:11]=2)=CC=1)C.COC1C=C(C=C(OC)C=1OC)C(Cl)=O.[Al+3].[Cl-].[Cl-].[Cl-].O>C(Cl)Cl.CCOC(C)=O>[S:14]1[CH:10]=[CH:11][C:12]2[CH:18]=[CH:17][CH:16]=[CH:15][C:13]1=2 |f:2.3.4.5|. Procedure: To a well-stirred solution of 2-(4'-ethoxyphenyl)-6-ethoxybenzo[b]thiophene (0.095 g, 0.32 mmol) and 3,4,5-trimethoxybenzoyl chloride (0.159 g, 0.69 mmol) in CH2Cl2 (15 mL) was added AlCl3 (0.139 g, 1.04 mmol) portion-wise over a 5 minute period. After 30 min., water was added, and the product was isolated initially by extraction with CH2Cl2 and subsequently by extraction with EtOAc. The organic layers were separately washed with brine and then combined and dried over MgSO4. Purification by flas... Reactants: Cl.NC1=C2N=CN(C2=NC=N1)C1=CC=C(C=C1)NC(=O)NC1=CC(=C(C=C1)Cl)C(F)(F)F (1-[4-(6-aminopurin-9-yl)phenyl]-3-(4-chloro-3-(trifluoromethyl)-phenyl)urea hydrochloride), C(C)(C)(C)OC(=O)NCC(=O)O (tert-butoxycarbonyl-glycine). Product: Cl.NCC(=O)NC1=C2N=CN(C2=NC=N1)C1=CC=C(C=C1)NC(=O)NC1=CC(=C(C=C1)Cl)C(F)(F)F (2-Amino-N-(9-{4-[3-(4-chloro-3-(trifluoromethyl)phenyl)ureido]phenyl}-9H-purin-6-yl)acetamide hydrochloride). As a reaction SMILES: Cl.[NH2:2][C:3]1[N:11]=[CH:10][N:9]=[C:8]2[C:4]=1[N:5]=[CH:6][N:7]2[C:12]1[CH:17]=[CH:16][C:15]([NH:18][C:19]([NH:21][C:22]2[CH:27]=[CH:26][C:25]([Cl:28])=[C:24]([C:29]([F:32])([F:31])[F:30])[CH:23]=2)=[O:20])=[CH:14][CH:13]=1.C(OC([NH:40][CH2:41][C:42](O)=[O:43])=O)(C)(C)C>>[ClH:28].[NH2:40][CH2:41][C:42]([NH:2][C:3]1[N:11]=[CH:10][N:9]=[C:8]2[C:4]=1[N:5]=[CH:6][N:7]2[C:12]1[CH:13]=[CH:14][C:15]([NH:18][C:19]([NH:21][C:22]2[CH:27]=[CH:26][C:25]([Cl:28])=[C:24]([C:29]([F:31])([F:32])[F:30])[CH:23]=2)=[O:20])=[CH:16][CH:17]=1)=[O:43] |f:0.1,3.4|. Procedure details: The title compound can be synthesized from 1-[4-(6-aminopurin-9-yl)phenyl]-3-(4-chloro-3-(trifluoromethyl)-phenyl)urea hydrochloride and tert-butoxycarbonyl-glycine by using the same method as in Example 96. Run in O1CCOCC1 (dioxane). Reported procedure: 20 g of Raney nickel catalyst are added to a solution of 196 g of 2-(4-(5-chloro-3-nitropyridin-2-yloxy)phenoxy)propionic acid in 615 g of dioxane, and hydrogenation is subsequently carried out at 20°-22° C. under normal pressure. After separating the catalyst the solvent is removed, giving 98 g of 2-(4-(5-chloro-3-aminopyridin-2-yloxy)phenoxy)propionic acid as crude product (55% of theory) which has a melting point of 152°-154° C. and can be recrystallised from toluene. Starting materials: ClC=1C=C(C(=NC1)OC1=CC=C(OC(C(=O)O)C)C=C1)[N+](=O)[O-] (2-(4-(5-chloro-3-nitropyridin-2-yloxy)phenoxy)propionic acid). Yields the product ClC=1C=C(C(=NC1)OC1=CC=C(OC(C(=O)O)C)C=C1)N (2-(4-(5-chloro-3-aminopyridin-2-yloxy)phenoxy)propionic acid). Reagents/catalysts: [Ni] (Raney nickel). Isolated yield 54.9%. As a reaction SMILES: [Cl:1][C:2]1[CH:3]=[C:4]([N+:21]([O-])=O)[C:5]([O:8][C:9]2[CH:20]=[CH:19][C:12]([O:13][CH:14]([CH3:18])[C:15]([OH:17])=[O:16])=[CH:11][CH:10]=2)=[N:6][CH:7]=1>[Ni].O1CCOCC1>[Cl:1][C:2]1[CH:3]=[C:4]([NH2:21])[C:5]([O:8][C:9]2[CH:10]=[CH:11][C:12]([O:13][CH:14]([CH3:18])[C:15]([OH:17])=[O:16])=[CH:19][CH:20]=2)=[N:6][CH:7]=1. Starting materials: FB(F)F, O=C([O-])O, CCOCC, C[Si](C)(C)C#N, ClCCl, [Na+], OCc1c(-c2ccccc2)nn2ccc3occc3c12. Yields the product N#CCc1c(-c2ccccc2)nn2ccc3occc3c12. As a reaction SMILES: [B:6]([F:7])([F:8])[F:9].[C:39](=[O:40])([O-:41])[OH:42].[CH2:1]([O:2][CH2:3][CH3:4])[CH3:5].[CH3:10][Si:11]([CH3:12])([CH3:13])[C:14]#[N:15].[Cl:36][CH2:37][Cl:38].[Na+:43].[c:16]1(-[c:22]2[n:23][n:24]3[c:25]([c:26]4[c:27]([cH:28][cH:29]3)[o:30][cH:31][cH:32]4)[c:33]2[CH2:34][OH:35])[cH:17][cH:18][cH:19][cH:20][cH:21]1>>[C:14](#[N:15])[CH2:34][c:33]1[c:22](-[c:16]2[cH:17][cH:18][cH:19][cH:20][cH:21]2)[n:23][n:24]2[c:25]1[c:26]1[c:27]([cH:28][cH:29]2)[o:30][cH:31][cH:32]1.